This data is from the Open Reaction Database (ORD), a public repository of structured organic reaction records. The task is: describe an organic reaction: reactants, conditions, products, and yield The reactants are 4,7-di-2-thienyl-2,1,3-benzothia-diazole, BrC1=CC=C(C2=NSN=C21)Br (4,7-dibromo-2,1,3-benzothiadiazole), BrC1=CC=C(C2=NSN=C21)Br (4,7-dibromo-2,1,3-benzothiadiazole), C(CCC)[Sn](C=1SC=CC1)(CCCC)CCCC (tri-n-butyl(thien-2-yl)stannane). Reagents/catalysts: Bis(triphenylphosphine)palladium-(II)chloride. Solvent: O1CCCC1 (tetrahydrofuran). The product is S1C(=CC=C1)C1=CC=C(C2=NSN=C21)C=2SC=CC2 (4,7-di-2-thienyl-2,1,3-benzothiadiazole). RXN SMILES: Br[C:2]1[C:10]2[C:6](=[N:7][S:8][N:9]=2)[C:5](Br)=[CH:4][CH:3]=1.C([Sn](CCCC)(CCCC)[C:17]1[S:18][CH:19]=[CH:20][CH:21]=1)CCC>O1CCCC1>[S:18]1[CH:19]=[CH:20][CH:21]=[C:17]1[C:2]1[C:10]2[C:6](=[N:7][S:8][N:9]=2)[C:5]([C:19]2[S:18][CH:17]=[CH:21][CH:20]=2)=[CH:4][CH:3]=1. Reported procedure: According to what is described by Kitamura et al. in “Chemistry of Material” (1996), Vol. 8, pages 570-578, for example, 4,7-di-2-thienyl-2,1,3-benzothia-diazole (DTB) can be prepared by reacting 4,7-dibromo-2,1,3-benzothiadiazole and tri-n-butyl(thien-2-yl)stannane, in the presence of tetrahydrofuran, at 66° C., for 3 hours. Bis(triphenylphosphine)palladium-(II)chloride [PdCl2(PPh3)2] is used as catalyst, in a quantity equal to 2 moles per 100 moles of 4,7-dibromo-2,1,3-benzothiadiazole. At the... Reactants: C1(=CC=CC=C1)C#CC1=C(N=C2N1C=CC=C2)COCC(=O)OCC (ethyl 2-((3-(phenylethynyl)imidazo[1,2-a]pyridin-2-yl)methoxy)acetate), CO (methanol), [OH-].[Na+] (NaOH). The solvent is mixture, O1CCCC1 (tetrahydrofurane). Run at time 2 day. Product: C1(=CC=CC=C1)C#CC1=C(N=C2N1C=CC=C2)COCC(=O)[O-].[Na+] (sodium 2-((3-(phenyl ethynyl)imidazo[1,2-a]pyridin-2-yl)methoxy)acetate). Isolated yield 45.0%. RXN SMILES: [C:1]1([C:7]#[C:8][C:9]2[N:13]3[CH:14]=[CH:15][CH:16]=[CH:17][C:12]3=[N:11][C:10]=2[CH2:18][O:19][CH2:20][C:21]([O:23]CC)=[O:22])[CH:6]=[CH:5][CH:4]=[CH:3][CH:2]=1.CO.[OH-].[Na+:29]>O1CCCC1>[C:1]1([C:7]#[C:8][C:9]2[N:13]3[CH:14]=[CH:15][CH:16]=[CH:17][C:12]3=[N:11][C:10]=2[CH2:18][O:19][CH2:20][C:21]([O-:23])=[O:22])[CH:2]=[CH:3][CH:4]=[CH:5][CH:6]=1.[Na+:29] |f:2.3,5.6|. Reported procedure: 0.061 g (0.182 mmol) of ethyl 2-((3-(phenylethynyl)imidazo[1,2-a]pyridin-2-yl)methoxy)acetate were solubilised with magnetic stirring in 3 ml of a mixture consisting of methanol and tetrahydrofurane (1/1, v/v) and then 0.173 ml (0.173 mmol) of a 1N NaOH aqueous solution were added. The mixture was stirred at r.t. for 2 d before being concentrated in vacuo. The crude residue was triturated in 3 ml of diisopropyl ether, the obtained solid was isolated by filtration and dried under a vacuum bell ja... Reactants: C(C1=CC=CC=C1)OCCOC1=C(C=C(C=C1C)C1=NC2=CC(=CC(=C2C(N1)=O)OC)OC)C (2-[4-(2-Benzyloxy-ethoxy)-3,5-dimethyl-phenyl]-5,7-dimethoxy-3H-quinazolin-4-one), P(=O)(Cl)(Cl)Cl (phosphorus oxychloride). Product: C(C1=CC=CC=C1)OCCOC1=C(C=C(C=C1C)C1=NC2=CC(=CC(=C2C(=N1)Cl)OC)OC)C (2-[4-(2-benzyloxy-ethoxy)-3,5-dimethyl-phenyl]-4-chloro-5,7-dimethoxy-quinazoline), solid. Isolated yield 72.0%. Reaction SMILES: [CH2:1]([O:8][CH2:9][CH2:10][O:11][C:12]1[C:17]([CH3:18])=[CH:16][C:15]([C:19]2[NH:28][C:27](=O)[C:26]3[C:21](=[CH:22][C:23]([O:32][CH3:33])=[CH:24][C:25]=3[O:30][CH3:31])[N:20]=2)=[CH:14][C:13]=1[CH3:34])[C:2]1[CH:7]=[CH:6][CH:5]=[CH:4][CH:3]=1.P(Cl)(Cl)([Cl:37])=O>>[CH2:1]([O:8][CH2:9][CH2:10][O:11][C:12]1[C:17]([CH3:18])=[CH:16][C:15]([C:19]2[N:28]=[C:27]([Cl:37])[C:26]3[C:21](=[CH:22][C:23]([O:32][CH3:33])=[CH:24][C:25]=3[O:30][CH3:31])[N:20]=2)=[CH:14][C:13]=1[CH3:34])[C:2]1[CH:7]=[CH:6][CH:5]=[CH:4][CH:3]=1. Procedure: To a 100 mL round bottom flask was added 2-amino-4,6-dimethoxy-benzamide (318 mg, 1.6 mmol), 4-(2-benzyloxy-ethoxy)-3,5-dimethyl-benzaldehyde (461 mg, 1.6 mmol), p-toluenesulfonic acid monohydrate (32 mg, 0.16 mmol), sodium hydrogensulfite (318 mg, 1.8 mmol) and dimethylacetamide (5 mL). The mixture was stirred in a 150° C. oil bath under nitrogen overnight. Water (40 mL) and ether (30 mL) were added. The precipitate was filtered off, washed with water then ether, and air-dried. The intermediate... Reactants: c1ccc(CCC2CCC3C(c4ccc(OCc5ccccc5)cc4)OCCN23)cc1, CO. Product: Oc1ccc(C2OCCN3C(CCc4ccccc4)CCC23)cc1. RXN SMILES: [CH2:1]([c:2]1[cH:3][cH:4][cH:5][cH:6][cH:7]1)[O:8][c:9]1[cH:10][cH:11][c:12]([CH:15]2[O:16][CH2:17][CH2:18][N:19]3[CH:20]2[CH2:21][CH2:22][CH:23]3[CH2:24][CH2:25][c:26]2[cH:27][cH:28][cH:29][cH:30][cH:31]2)[cH:13][cH:14]1.[CH3:32][OH:33]>>[OH:8][c:9]1[cH:10][cH:11][c:12]([CH:15]2[O:16][CH2:17][CH2:18][N:19]3[CH:20]2[CH2:21][CH2:22][CH:23]3[CH2:24][CH2:25][c:26]2[cH:27][cH:28][cH:29][cH:30][cH:31]2)[cH:13][cH:14]1. Reactants: Cc1cccc(O)c1, CC(C)NC(=O)C1OC1c1ccccc1, CC#N, [H-], [Na+], C1COCCOCCOCCOCCOCCO1. The product is Cc1cccc(OC(c2ccccc2)C(O)C(=O)NC(C)C)c1. RXN SMILES: [CH3:16][c:17]1[cH:18][cH:19][cH:20][c:21]([OH:22])[cH:23]1.[CH3:1][CH:2]([CH3:3])[NH:4][C:5](=[O:6])[CH:7]1[O:8][CH:9]1[c:10]1[cH:11][cH:12][cH:13][cH:14][cH:15]1.[CH3:44][C:45]#[N:46].[H-:24].[Na+:25].[O:26]1[CH2:27][CH2:28][O:29][CH2:30][CH2:31][O:32][CH2:33][CH2:34][O:35][CH2:36][CH2:37][O:38][CH2:39][CH2:40][O:41][CH2:42][CH2:43]1>>[CH3:1][CH:2]([CH3:3])[NH:4][C:5](=[O:6])[CH:7]([OH:8])[CH:9]([c:10]1[cH:11][cH:12][cH:13][cH:14][cH:15]1)[O:22][c:21]1[cH:20][cH:19][cH:18][c:17]([CH3:16])[cH:23]1. Starting materials: [H-].[Na+] (sodium hydride), C1COCCOCCOCCOCCO1 (15-crown-5), FC=1C(=CNC1C=1C(=NC=CC1)F)CN(C(OC(C)(C)C)=O)C (tert-butyl {[4-fluoro-5-(2-fluoropyridin-3-yl)-1H-pyrrol-3-yl]methyl}methylcarbamate), COC1=CC=C(C=N1)S(=O)(=O)Cl (6-methoxypyridine-3-sulfonyl chloride). Solvent: O (water), O1CCCC1 (tetrahydrofuran), O1CCCC1 (tetrahydrofuran). Conditions: time 0.5 hour. Yields the product FC=1C(=CN(C1C=1C(=NC=CC1)F)S(=O)(=O)C=1C=NC(=CC1)OC)CN(C(OC(C)(C)C)=O)C (tert-butyl ({4-fluoro-5-(2-fluoropyridin-3-yl)-1-[(6-methoxypyridin-3-yl)sulfonyl]-1H-pyrrol-3-yl}methyl)methylcarbamate). The yield is 99.7%. RXN SMILES: [H-].[Na+].C1OCCOCCOCCOCCOC1.[F:18][C:19]1[C:20]([CH2:31][N:32]([CH3:40])[C:33](=[O:39])[O:34][C:35]([CH3:38])([CH3:37])[CH3:36])=[CH:21][NH:22][C:23]=1[C:24]1[C:25]([F:30])=[N:26][CH:27]=[CH:28][CH:29]=1.[CH3:41][O:42][C:43]1[N:48]=[CH:47][C:46]([S:49](Cl)(=[O:51])=[O:50])=[CH:45][CH:44]=1>O1CCCC1.O>[F:18][C:19]1[C:20]([CH2:31][N:32]([CH3:40])[C:33](=[O:39])[O:34][C:35]([CH3:36])([CH3:37])[CH3:38])=[CH:21][N:22]([S:49]([C:46]2[CH:47]=[N:48][C:43]([O:42][CH3:41])=[CH:44][CH:45]=2)(=[O:50])=[O:51])[C:23]=1[C:24]1[C:25]([F:30])=[N:26][CH:27]=[CH:28][CH:29]=1 |f:0.1|. Procedure details: To a suspension of sodium hydride (60% in oil, 26 mg) in tetrahydrofuran (4 mL) were added dropwise 15-crown-5 (129 μL), a solution of tert-butyl {[4-fluoro-5-(2-fluoropyridin-3-yl)-1H-pyrrol-3-yl]methyl}methylcarbamate (162 mg) in tetrahydrofuran (1 mL) and 6-methoxypyridine-3-sulfonyl chloride (129 mg) under ice-cooling, and the mixture was stirred for 0.5 hr. The reaction mixture was diluted with water, and extracted with ethyl acetate. The separated aqueous layer was extracted again with eth...